Task: describe an organic reaction: reactants, conditions, products, and yield. Dataset: the Open Reaction Database (ORD), a public repository of structured organic reaction records Reactants: CN(C)c1ccncc1, COc1cc2nccc(Cl)c2cc1OC, Clc1ccccc1Cl, O, CC(=O)c1cc(C(C)C)c(C)cc1O. The product is COc1cc2nccc(Oc3cc(C)c(C(C)C)cc3C(C)=O)c2cc1OC. Reaction SMILES: [CH3:31][N:32]([CH3:33])[c:34]1[cH:35][cH:36][n:37][cH:38][cH:39]1.[Cl:15][c:16]1[cH:17][cH:18][n:19][c:20]2[cH:21][c:22]([O:28][CH3:29])[c:23]([O:26][CH3:27])[cH:24][c:25]12.[Cl:40][c:41]1[cH:42][cH:43][cH:44][cH:45][c:46]1[Cl:47].[OH2:30].[OH:1][c:2]1[c:3]([C:12]([CH3:13])=[O:14])[cH:4][c:5]([CH:9]([CH3:10])[CH3:11])[c:6]([CH3:8])[cH:7]1>>[O:1]([c:2]1[c:3]([C:12]([CH3:13])=[O:14])[cH:4][c:5]([CH:9]([CH3:10])[CH3:11])[c:6]([CH3:8])[cH:7]1)[c:16]1[cH:17][cH:18][n:19][c:20]2[cH:21][c:22]([O:28][CH3:29])[c:23]([O:26][CH3:27])[cH:24][c:25]12. Reactants: ClC[C@@H]1C[C@@H](OC(O1)(C)C)CC(=O)O.CC(C)(C)Cl (chloride (4R-cis)-6-(chloromethyl)-2,2-dimethyl-1,3-dioxane-4-acetic acid, 1,1-dimethylethyl ester). Reagents/catalysts: C(C)(=O)[O-].C(CCC)[N+](CCCC)(CCCC)CCCC (tetra-n-butylammonium acetate). The solvent is CN1C(CCC1)=O (1-methyl-2-pyrrolidinone). Conditions: temperature 85 celsius, time 45 minute. Product: C(C)(=O)OC[C@@H]1C[C@@H](OC(O1)(C)C)CC(=O)OC(C)(C)C ((4R-cis)-6-[(Acetyloxy)methyl]-2,2-dimethyl-1,3-dioxane-4-acetic acid, 1,1-dimethylethyl ester). As a reaction SMILES: Cl[CH2:2][C@H:3]1[O:8][C:7]([CH3:10])([CH3:9])[O:6][C@@H:5]([CH2:11][C:12]([OH:14])=[O:13])[CH2:4]1.[CH3:15][C:16](Cl)([CH3:18])[CH3:17]>C([O-])(=O)C.C([N+](CCCC)(CCCC)CCCC)CCC.CN1CCCC1=O>[C:7]([O:8][CH2:2][C@H:3]1[O:8][C:7]([CH3:10])([CH3:9])[O:6][C@@H:5]([CH2:11][C:12]([O:14][C:16]([CH3:18])([CH3:17])[CH3:15])=[O:13])[CH2:4]1)(=[O:6])[CH3:9] |f:0.1,2.3|. Procedure: Solid tetra-n-butylammonium acetate prepared in step (e)(i) of Example 1 above (106.2 g, 0.352 mole) was added in one portion to a mechanically stirred solution of the chloride (4R-cis)-6-(chloromethyl)-2,2-dimethyl-1,3-dioxane-4-acetic acid, 1,1-dimethylethyl ester prepared in step (d) of Example 1 above (32.7 g, 0.117 mole) in HPLC grade 1-methyl-2-pyrrolidinone (471 ml) under argon. The resulting solution was stirred at 85° C. (internal temperature). After 30 to 60 minutes the reaction mixtur... Reactants: NC[C@@H](C)O ((R)-1-amino-2-propanol), O=CCC1C(C2=CC(=C(C=C2C1(C)C)Cl)OC)=O ((RS)-2-(2-oxoethyl)-5-chloro-6-methoxy-3,3-dimethyl-1-indanone), O (water). The reagents and catalysts are C1(=CC=C(C=C1)S(=O)(=O)O)C (p-toluenesulfonic acid). The solvent is C1(=CC=CC=C1)C (toluene), C1(=CC=CC=C1)C (toluene). Reaction conditions: time 45 minute. The product is ClC=1C=C2C(C3=C(N(C=C3)C[C@@H](C)O)C2=CC1OC)(C)C ((R)-1-(6-chloro-7-methoxy-4,4-dimethyl-1,4-dihydro-indeno[1,2-b]pyrrol-1-yl)-propan-2-ol). The yield is 91.5%. RXN SMILES: O=[CH:2][CH2:3][CH:4]1[C:12]([CH3:14])([CH3:13])[C:11]2[C:6](=[CH:7][C:8]([O:16][CH3:17])=[C:9]([Cl:15])[CH:10]=2)[C:5]1=O.O.[NH2:20][CH2:21][C@H:22]([OH:24])[CH3:23]>C1(C)C=CC=CC=1.C1(C)C=CC(S(O)(=O)=O)=CC=1>[Cl:15][C:9]1[CH:10]=[C:11]2[C:6](=[CH:7][C:8]=1[O:16][CH3:17])[C:5]1[N:20]([CH2:21][C@H:22]([OH:24])[CH3:23])[CH:2]=[CH:3][C:4]=1[C:12]2([CH3:14])[CH3:13]. Procedure: A solution of 6.67 g of (RS)-2-(2-oxoethyl)-5-chloro-6-methoxy-3,3-dimethyl-1-indanone and 150 mg of p-toluenesulfonic acid in 200 ml of anhydrous toluene was heated on a water separator. A solution of 7.51 g of (R)-1-amino-2-propanol in 40 ml of anhydrous toluene was added dropwise to the boiling solution over a period of 5 minutes. Subsequently, the mixture was boiled for an additional 45 minutes, during which the solvent was reduced to a volume of 40 ml. The cooled reaction mixture was purifi... Reactants: CC(C)(C)c1cc(C(=O)c2cc[nH]c2)cc(C(C)(C)C)c1O, CCBr. The product is CCn1ccc(C(=O)c2cc(C(C)(C)C)c(O)c(C(C)(C)C)c2)c1. RXN SMILES: [C:1]([CH3:2])([CH3:3])([CH3:4])[c:5]1[cH:6][c:7]([C:8](=[O:9])[c:10]2[cH:11][nH:12][cH:13][cH:14]2)[cH:15][c:16]([C:19]([CH3:20])([CH3:21])[CH3:22])[c:17]1[OH:18].[CH2:23]([CH3:24])[Br:25]>>[C:1]([CH3:2])([CH3:3])([CH3:4])[c:5]1[cH:6][c:7]([C:8](=[O:9])[c:10]2[cH:11][n:12]([CH2:23][CH3:24])[cH:13][cH:14]2)[cH:15][c:16]([C:19]([CH3:20])([CH3:21])[CH3:22])[c:17]1[OH:18]. The reactants are C(C)C=1C=NC(=NC1)NCCC1=CC(=C(C=C1)OC)C (5-ethyl-N-[2-(4-methoxy-3-methylphenyl)ethyl]pyrimidin-2-amine), C(C)C1=CC=C(CBr)C=C1 (4-ethyl-benzyl bromide). Product: C(C)C1=CC=C(CN(CCC2=CC(=C(C=C2)O)C)C2=NC=C(C=N2)CC)C=C1 (4-{2-[(4-Ethylbenzyl)(5-ethylpyrimidin-2-yl)amino]ethyl}-2-methylphenol). Reaction SMILES: [CH2:1]([C:3]1[CH:4]=[N:5][C:6]([NH:9][CH2:10][CH2:11][C:12]2[CH:17]=[CH:16][C:15]([O:18]C)=[C:14]([CH3:20])[CH:13]=2)=[N:7][CH:8]=1)[CH3:2].[CH2:21]([C:23]1[CH:30]=[CH:29][C:26]([CH2:27]Br)=[CH:25][CH:24]=1)[CH3:22]>>[CH2:21]([C:23]1[CH:30]=[CH:29][C:26]([CH2:27][N:9]([C:6]2[N:5]=[CH:4][C:3]([CH2:1][CH3:2])=[CH:8][N:7]=2)[CH2:10][CH2:11][C:12]2[CH:17]=[CH:16][C:15]([OH:18])=[C:14]([CH3:20])[CH:13]=2)=[CH:25][CH:24]=1)[CH3:22]. Procedure details: Similarly prepared from 5-ethyl-N-[2-(4-methoxy-3-methylphenyl)ethyl]pyrimidin-2-amine and 4-ethyl-benzyl bromide. Starting materials: [Co], N#Cc1cc(C(F)(F)F)cc(C(F)(F)F)c1, [H][H], N, C1CCOC1. Yields the product NCc1cc(C(F)(F)F)cc(C(F)(F)F)c1. RXN SMILES: [Co:20].[F:1][C:2]([c:3]1[cH:4][c:5]([C:6]#[N:7])[cH:8][c:9]([C:11]([F:12])([F:13])[F:14])[cH:10]1)([F:15])[F:16].[H:18][H:19].[NH3:17].[O:21]1[CH2:22][CH2:23][CH2:24][CH2:25]1>>[F:1][C:2]([c:3]1[cH:4][c:5]([CH2:6][NH2:7])[cH:8][c:9]([C:11]([F:12])([F:13])[F:14])[cH:10]1)([F:15])[F:16].